Dataset: the Open Reaction Database (ORD), a public repository of structured organic reaction records. Task: describe an organic reaction: reactants, conditions, products, and yield Starting materials: CCCCCCC=C (octene-1), C(C)O[SiH](OCC)OCC (triethoxysilane), C1(=CC=CC=C1)C (toluene), C(C1=CC=CC=C1)(=O)O (benzoic acid), Teflon, CCCCCCC=C (octene-1). Reagents/catalysts: [H+].[H+].Cl[Pt-2](Cl)(Cl)(Cl)(Cl)Cl (chloroplatinic acid). Run in C(C)(C)O (isopropyl alcohol). Run at temperature 50 celsius. Product: C(CCCCCCC)[Si](OCC)(OCC)OCC (n-octyltriethoxysilane). Yield: 91.0%. Reaction SMILES: [CH3:1][CH2:2][CH2:3][CH2:4][CH2:5][CH2:6][CH:7]=[CH2:8].[CH2:9]([O:11][SiH:12]([O:16][CH2:17][CH3:18])[O:13][CH2:14][CH3:15])[CH3:10].C1(C)C=CC=CC=1.C(O)(=O)C1C=CC=CC=1>[H+].[H+].Cl[Pt-2](Cl)(Cl)(Cl)(Cl)Cl.C(O)(C)C>[CH2:8]([Si:12]([O:16][CH2:17][CH3:18])([O:13][CH2:14][CH3:15])[O:11][CH2:9][CH3:10])[CH2:7][CH2:6][CH2:5][CH2:4][CH2:3][CH2:2][CH3:1] |f:4.5.6|. Procedure details: 224 mg Of octene-1, 328 mg of triethoxysilane and 56 mg of toluene were placed in a glass reaction tube and 8 mg of benzoic acid added. Then, 0.001 ml of an isopropyl alcohol solution of chloroplatinic acid (platinum content: 0.39%) was added to this mixture. The reaction tube was sealed with Teflon tape and heated for 30 minutes in an oil bath at 50° C. When the contents were analyzed by GC-MS following cooling, the conversion rate of octene-1 was 97.5% and n-octyltriethoxysilane was produced a... As a reaction SMILES: [Br:1][C:2]1[N:6]2[N:7]=[C:8](Cl)[CH:9]=[CH:10][C:5]2=[N:4][CH:3]=1.[NH2:12][CH2:13][C:14]1[CH:19]=[CH:18][CH:17]=[CH:16][N:15]=1.C(Cl)Cl.CO.[NH4+].[OH-]>>[Br:1][C:2]1[N:6]2[N:7]=[C:8]([NH:12][CH2:13][C:14]3[CH:19]=[CH:18][CH:17]=[CH:16][N:15]=3)[CH:9]=[CH:10][C:5]2=[N:4][CH:3]=1 |f:2.3.4.5|. Starting materials: BrC1=CN=C2N1N=C(C=C2)Cl (3-bromo-6-chloroimidazo[1,2-b]pyridazine), NCC1=NC=CC=C1 (2-(aminomethyl)pyridine), amino, C(Cl)Cl.CO.[NH4+].[OH-] (CH2Cl2 MeOH NH4OH). Procedure: Prepared from 3-bromo-6-chloroimidazo[1,2-b]pyridazine and 2-(aminomethyl)pyridine according to general procedure 1 providing the amino compound (97 mg, 25%) as a white solid; Rf=0.80 (CH2Cl2/MeOH/NH4OH, 160:18:2); 1H NMR (500 MHz, CD3OD) δ 8.52-8.51 (m, 1H), 7.83-7.79 (m, 1H), 7.63 (d, J=9.7 Hz, 1H), 7.59 (d, J=7.9 Hz, 1H), 7.41 (s, 1H), 7.33-7.31 (m, 1H), 6.84 (d, J=9.7 Hz, 1H), 4.70 (s, 2H); ES-MS: (M+H)=304, 306 m/z. Product: BrC1=CN=C2N1N=C(C=C2)NCC2=NC=CC=C2 (3 -Bromo-N-(pyridin-2-ylmethyl)imidazo[1,2-b]pyridazin-6-amine). Reactants: [BH3-]C#N, C1COCCN1, CC(=O)O, CO, Cc1cc(C)c(CNC(=O)c2cc(-c3ccc(C=O)nc3)cc3c2cnn3C2CCCC2)c(=O)[nH]1, [Na+]. The product is Cc1cc(C)c(CNC(=O)c2cc(-c3ccc(CN4CCOCC4)nc3)cc3c2cnn3C2CCCC2)c(=O)[nH]1. Reaction SMILES: [C:46]([BH3-:47])#[N:48].[CH2:40]1[CH2:41][O:42][CH2:43][CH2:44][NH:45]1.[CH3:36][C:37](=[O:38])[OH:39].[CH3:50][OH:51].[CH:1]1([n:6]2[n:7][cH:8][c:9]3[c:10]([C:23](=[O:24])[NH:25][CH2:26][c:27]4[c:28](=[O:35])[nH:29][c:30]([CH3:34])[cH:31][c:32]4[CH3:33])[cH:11][c:12](-[c:15]4[cH:16][n:17][c:18]([CH:21]=[O:22])[cH:19][cH:20]4)[cH:13][c:14]23)[CH2:2][CH2:3][CH2:4][CH2:5]1.[Na+:49]>>[CH:1]1([n:6]2[n:7][cH:8][c:9]3[c:10]([C:23](=[O:24])[NH:25][CH2:26][c:27]4[c:28](=[O:35])[nH:29][c:30]([CH3:34])[cH:31][c:32]4[CH3:33])[cH:11][c:12](-[c:15]4[cH:16][n:17][c:18]([CH2:21][N:45]5[CH2:40][CH2:41][O:42][CH2:43][CH2:44]5)[cH:19][cH:20]4)[cH:13][c:14]23)[CH2:2][CH2:3][CH2:4][CH2:5]1. Starting materials: [Br-], Nc1c(-c2ncccn2)cc(Br)cc1[N+](=O)[O-], CCCCCCCCCCCCCCCC[N+](C)(C)C, CCO, CC1(C)OB(c2cncc(F)c2)OC1(C)C, [K+], [K+], [K+], CC(=O)[O-], CC(=O)[O-], O, O=P([O-])([O-])[O-], [Pd+2], c1ccc(P(c2ccccc2)c2ccccc2)cc1. The product is Nc1c(-c2ncccn2)cc(-c2cncc(F)c2)cc1[N+](=O)[O-]. As a reaction SMILES: [Br-:61].[Br:17][c:18]1[cH:19][c:20]([N+:31](=[O:32])[O-:33])[c:21]([NH2:30])[c:22](-[c:24]2[n:25][cH:26][cH:27][cH:28][n:29]2)[cH:23]1.[CH3:62][CH2:63][CH2:64][CH2:65][CH2:66][CH2:67][CH2:68][CH2:69][CH2:70][CH2:71][CH2:72][CH2:73][CH2:74][CH2:75][CH2:76][CH2:77][N+:78]([CH3:79])([CH3:80])[CH3:81].[CH3:92][CH2:93][OH:94].[F:1][c:2]1[cH:3][n:4][cH:5][c:6]([B:8]2[O:9][C:10]([CH3:11])([CH3:12])[C:13]([CH3:14])([CH3:15])[O:16]2)[cH:7]1.[K+:39].[K+:40].[K+:41].[O-:83][C:84]([CH3:85])=[O:86].[O-:87][C:88]([CH3:89])=[O:90].[OH2:91].[P:34]([O-:35])([O-:36])([O-:37])=[O:38].[Pd+2:82].[c:42]1([P:43]([c:44]2[cH:45][cH:46][cH:47][cH:48][cH:49]2)[c:50]2[cH:51][cH:52][cH:53][cH:54][cH:55]2)[cH:56][cH:57][cH:58][cH:59][cH:60]1>>[F:1][c:2]1[cH:3][n:4][cH:5][c:6](-[c:18]2[cH:19][c:20]([N+:31](=[O:32])[O-:33])[c:21]([NH2:30])[c:22](-[c:24]3[n:25][cH:26][cH:27][cH:28][n:29]3)[cH:23]2)[cH:7]1. The reactants are CCO, Cc1c(Cl)cc2[nH]c(=O)c(=O)[nH]c2c1[N+](=O)[O-], O, O, Cl[Sn]Cl. Product: Cc1c(Cl)cc2[nH]c(=O)c(=O)[nH]c2c1N. RXN SMILES: [CH3:23][CH2:24][OH:25].[Cl:1][c:2]1[c:3]([CH3:17])[c:4]([N+:14]([O-:15])=[O:16])[c:5]2[nH:6][c:7](=[O:13])[c:8](=[O:12])[nH:9][c:10]2[cH:11]1.[OH2:18].[OH2:19].[Sn:20]([Cl:21])[Cl:22]>>[Cl:1][c:2]1[c:3]([CH3:17])[c:4]([NH2:14])[c:5]2[nH:6][c:7](=[O:13])[c:8](=[O:12])[nH:9][c:10]2[cH:11]1. The reactants are OS(=O)(=O)[O-].[K+] (KHSO4), CC1C(N(C2=NC=CC=C21)C(=O)OC(C)(C)C)C(=O)OCC (1-tert-butyl 2-ethyl 3-methyl-2,3-dihydro-1H-pyrrolo[2,3-b]pyridine-1,2-dicarboxylate), C1CCOC1 (THF), [Li+].[OH-] (LiOH). Solvent: C(C)O (ethanol). Run at time 7 day. Yields the product C(C)(C)(C)OC(=O)N1C(C(C=2C1=NC=CC2)C)C(=O)O (3-methyl-2,3-dihydro-pyrrolo[2,3-b]pyridine-1,2-dicarboxylic acid 1-tert-butyl ester). Yield: 48.3%. Reaction SMILES: [CH3:1][CH:2]1[C:10]2[C:5](=[N:6][CH:7]=[CH:8][CH:9]=2)[N:4]([C:11]([O:13][C:14]([CH3:17])([CH3:16])[CH3:15])=[O:12])[CH:3]1[C:18]([O:20]CC)=[O:19].C1COCC1.[Li+].[OH-].OS([O-])(=O)=O.[K+]>C(O)C>[C:14]([O:13][C:11]([N:4]1[C:5]2=[N:6][CH:7]=[CH:8][CH:9]=[C:10]2[CH:2]([CH3:1])[CH:3]1[C:18]([OH:20])=[O:19])=[O:12])([CH3:15])([CH3:16])[CH3:17] |f:2.3,4.5|. Reported procedure: In a 100 mL round-bottomed flask, 1-tert-butyl 2-ethyl 3-methyl-2,3-dihydro-1H-pyrrolo[2,3-b]pyridine-1,2-dicarboxylate (235 mg, 767 μmol, Eq: 1.00) was combined with THF (7.0 mL) and ethanol (2.3 mL) to give a colorless suspension. 1 M aqueous LiOH (2.3 mL, 2.3 mmol, Eq: 3) was added and the reaction was stirred at rt for 7 d. 0.1 M Aqueous KHSO4 was added and the resulting mixture was extracted with DCM (50 mL×3). The combined organic layers were dried over Na2SO4 and concentrated in vacuo to ...